The task is: describe an organic reaction: reactants, conditions, products, and yield. This data is from the Open Reaction Database (ORD), a public repository of structured organic reaction records. The reactants are Cl[SiH](Cl)C[SiH](Cl)Cl (bisdichlorosilylmethane), C(C=C)[Si](C)(C)C (allyltrimethylsilane). Reagents/catalysts: [H+].[H+].Cl[Pt-2](Cl)(Cl)(Cl)(Cl)Cl (chloroplatinic acid). The solvent is C(C)(C)O (isopropanol). Product: C[Si](CCC[Si](Cl)(Cl)C)(C)C ([{3-(trimethylsilyl)propyl}dichlorosilyl]methane). Yield: 145.0%. RXN SMILES: [Cl:1][SiH:2]([CH2:4][SiH](Cl)Cl)[Cl:3].[CH2:8]([Si:11]([CH3:14])([CH3:13])[CH3:12])[CH:9]=[CH2:10]>C(O)(C)C.[H+].[H+].Cl[Pt-2](Cl)(Cl)(Cl)(Cl)Cl>[CH3:12][Si:11]([CH3:14])([CH3:13])[CH2:8][CH2:9][CH2:10][Si:2]([CH3:4])([Cl:3])[Cl:1] |f:3.4.5|. Reported procedure: In the same apparatus and procedures as EXAMPLE 1, 9.3 g (0.04 mole) of bisdichlorosilylmethane, 13.7 g (0.12 mole) of allyltrimethylsilane, and 80 μl of 1% chloroplatinic acid solution in isopropanol were placed and reacted for 2 hours at reflux under the dry nitrogen atmosphere. Vacuum distillation gave 13.3 g (134°-136° C./0.05 mmHg) of [{3-(trimethylsilyl)propyl}dichlorosilyl]methane in 75.1% yield. The reactants are NC1=C2N=C(N(C2=NC(=N1)S)CC1=CC=CC=C1)O (6-amino-9-benzyl-8-hydroxy-2-mercaptopurine), C([O-])([O-])=O.[K+].[K+] (potassium carbonate), C1(CCCCC1)CBr (cyclohexylmethyl bromide). The solvent is CN(C=O)C (dimethylformamide). Conditions: time 9 hour. The product is NC1=C2N=C(N(C2=NC(=N1)SCC1CCCCC1)CC1=CC=CC=C1)O (6-Amino-9-benzyl-2-cyclohexylmethylthio-8-hydroxypurine). The yield is 51.4%. As a reaction SMILES: [NH2:1][C:2]1[N:10]=[C:9]([SH:11])[N:8]=[C:7]2[C:3]=1[N:4]=[C:5]([OH:19])[N:6]2[CH2:12][C:13]1[CH:18]=[CH:17][CH:16]=[CH:15][CH:14]=1.C(=O)([O-])[O-].[K+].[K+].[CH:26]1([CH2:32]Br)[CH2:31][CH2:30][CH2:29][CH2:28][CH2:27]1>CN(C)C=O>[NH2:1][C:2]1[N:10]=[C:9]([S:11][CH2:32][CH:26]2[CH2:31][CH2:30][CH2:29][CH2:28][CH2:27]2)[N:8]=[C:7]2[C:3]=1[N:4]=[C:5]([OH:19])[N:6]2[CH2:12][C:13]1[CH:18]=[CH:17][CH:16]=[CH:15][CH:14]=1 |f:1.2.3|. Procedure details: Crude 6-amino-9-benzyl-8-hydroxy-2-mercaptopurine (134 mg, 0.49 mmol) was suspended in dimethylformamide (60 ml). To the suspension were added potassium carbonate (100 mg, 0.72 mmol) and cyclohexylmethyl bromide (0.1 ml, 0.7 mmol) in order. The mixture was stirred at room temperature for 9 hours. The solvent was removed in vacuo, and the residue was purified by silica gel chromatography (3% methanol/chloroform) to give the subject compound (93 mg, yield 51%). Starting materials: Nc1cc(C(F)(F)F)c(Cl)cc1O, O, O=C(O)c1ccncc1, c1ccncc1. The product is O=C(Nc1cc(C(F)(F)F)c(Cl)cc1O)c1ccncc1. Reaction SMILES: [NH2:1][c:2]1[c:3]([OH:13])[cH:4][c:5]([Cl:12])[c:6]([C:8]([F:9])([F:10])[F:11])[cH:7]1.[OH2:29].[OH:14][C:15](=[O:16])[c:17]1[cH:18][cH:19][n:20][cH:21][cH:22]1.[cH:23]1[cH:24][cH:25][n:26][cH:27][cH:28]1>>[NH:1]([c:2]1[c:3]([OH:13])[cH:4][c:5]([Cl:12])[c:6]([C:8]([F:9])([F:10])[F:11])[cH:7]1)[C:15](=[O:14])[c:17]1[cH:18][cH:19][n:20][cH:21][cH:22]1. The reactants are C(C)C=1N(C(C(=C(N1)CCC)CC1=CC=C(C=C1)C=1C(=CC=CC1)C#N)=O)C1=CC=C(C=C1)OC(CO)(C)C (4′-({2-ethyl-1-[4-(2-hydroxy-1,1-dimethylethoxy)phenyl]-6-oxo-4-propyl-1,6-dihydropyrimidin-5-yl}methyl)biphenyl-2-carbonitrile), [H-].[Na+] (sodium hydride), CI (methyl iodide). Run in C(C)(=O)OCC (ethyl acetate), CN(C=O)C (N,N-dimethylformamide). Reaction conditions: time 15 minute. Product: C(C)C=1N(C(C(=C(N1)CCC)CC1=CC=C(C=C1)C=1C(=CC=CC1)C#N)=O)C1=CC=C(C=C1)OC(COC)(C)C (4′-({2-ethyl-1-[4-(2-methoxy-1,1-dimethylethoxy)phenyl]-6-oxo-4-propyl-1,6-dihydropyrimidin-5-yl}methyl)biphenyl-2-carbonitrile). Yield: 48.0%. Reaction SMILES: [CH2:1]([C:3]1[N:4]([C:28]2[CH:33]=[CH:32][C:31]([O:34][C:35]([CH3:39])([CH3:38])[CH2:36][OH:37])=[CH:30][CH:29]=2)[C:5](=[O:27])[C:6]([CH2:12][C:13]2[CH:18]=[CH:17][C:16]([C:19]3[C:20]([C:25]#[N:26])=[CH:21][CH:22]=[CH:23][CH:24]=3)=[CH:15][CH:14]=2)=[C:7]([CH2:9][CH2:10][CH3:11])[N:8]=1)[CH3:2].[H-].[Na+].[CH3:42]I>CN(C)C=O.C(OCC)(=O)C>[CH2:1]([C:3]1[N:4]([C:28]2[CH:29]=[CH:30][C:31]([O:34][C:35]([CH3:39])([CH3:38])[CH2:36][O:37][CH3:42])=[CH:32][CH:33]=2)[C:5](=[O:27])[C:6]([CH2:12][C:13]2[CH:14]=[CH:15][C:16]([C:19]3[C:20]([C:25]#[N:26])=[CH:21][CH:22]=[CH:23][CH:24]=3)=[CH:17][CH:18]=2)=[C:7]([CH2:9][CH2:10][CH3:11])[N:8]=1)[CH3:2] |f:1.2|. Procedure details: To a solution of 4′-({2-ethyl-1-[4-(2-hydroxy-1,1-dimethylethoxy)phenyl]-6-oxo-4-propyl-1,6-dihydropyrimidin-5-yl}methyl)biphenyl-2-carbonitrile (0.48 g) in N,N-dimethylformamide (10 mL) was added sodium hydride (0.07 g, 60%), and the mixture was stirred for 15 min. Then methyl iodide (0.11 mL) was added, and the mixture was further stirred for 2 hr. Small pieces of ice were added to the reaction mixture, and the mixture was stirred for 15 min, diluted with ethyl acetate, washed with 1 M hydroch... Reactants: CC(C)(C)NS(=O)(=O)c1ccc(-c2cccc(-c3nc(-c4ccc(F)c(F)c4)cc(C(F)(F)F)n3)c2)s1, ClCCl, O=C(O)C(F)(F)F. Product: NS(=O)(=O)c1ccc(-c2cccc(-c3nc(-c4ccc(F)c(F)c4)cc(C(F)(F)F)n3)c2)s1. Reaction SMILES: [C:1]([CH3:2])([CH3:3])([CH3:4])[NH:5][S:6](=[O:7])(=[O:8])[c:9]1[s:10][c:11](-[c:14]2[cH:15][c:16](-[c:20]3[n:21][c:22](-[c:30]4[cH:31][c:32]([F:37])[c:33]([F:36])[cH:34][cH:35]4)[cH:23][c:24]([C:26]([F:27])([F:28])[F:29])[n:25]3)[cH:17][cH:18][cH:19]2)[cH:12][cH:13]1.[Cl:45][CH2:46][Cl:47].[F:38][C:39]([F:40])([F:41])[C:42]([OH:43])=[O:44]>>[NH2:5][S:6](=[O:7])(=[O:8])[c:9]1[s:10][c:11](-[c:14]2[cH:15][c:16](-[c:20]3[n:21][c:22](-[c:30]4[cH:31][c:32]([F:37])[c:33]([F:36])[cH:34][cH:35]4)[cH:23][c:24]([C:26]([F:27])([F:28])[F:29])[n:25]3)[cH:17][cH:18][cH:19]2)[cH:12][cH:13]1. RXN SMILES: [Cl:1][C:2]1[CH:3]=[C:4]([C:9]2([CH:14]3[CH2:19][CH2:18][N:17]([CH2:20][CH:21]([NH:25][C:26](=[O:34])[C:27]4[CH:32]=[CH:31][C:30]([CH3:33])=[CH:29][CH:28]=4)[CH:22]([CH3:24])[CH3:23])[CH2:16][CH2:15]3)OCC[O:10]2)[CH:5]=[CH:6][C:7]=1[Cl:8].Cl>C(#N)C>[Cl:1][C:2]1[CH:3]=[C:4]([CH:5]=[CH:6][C:7]=1[Cl:8])[C:9]([CH:14]1[CH2:19][CH2:18][N:17]([CH2:20][CH:21]([NH:25][C:26](=[O:34])[C:27]2[CH:28]=[CH:29][C:30]([CH3:33])=[CH:31][CH:32]=2)[CH:22]([CH3:23])[CH3:24])[CH2:16][CH2:15]1)=[O:10]. Starting materials: ClC=1C=C(C=CC1Cl)C1(OCCO1)C1CCN(CC1)CC(C(C)C)NC(C1=CC=C(C=C1)C)=O (N-(1-{4-[2-(3,4-dichlorophenyl)-[1,3]dioxolan-2-yl]piperidin-1-yl-methyl}-2-methylpropyl)-4-methylbenzamide), Cl (HCl). Procedure details: A mixture of N-(1-{4-[2-(3,4-dichlorophenyl)-[1,3]dioxolan-2-yl]piperidin-1-yl-methyl}-2-methylpropyl)-4-methylbenzamide (0.4 g, 0.791 mmol), aqueous HCl (10 mL, 6 N), and acetonitrile (10 mL) was refluxed for 2 h. After concentrating the reaction mixture, the residue was stirred with ethyl acetate and water. Sodium hydroxide solution (6 N) was added until the aqueous layer was pH 8. The organic layer was separated and the aqueous layer was extracted with ethyl acetate. The combined organics wer... The product is ClC=1C=C(C(=O)C2CCN(CC2)CC(C(C)C)NC(C2=CC=C(C=C2)C)=O)C=CC1Cl (N-{1-[4-(3,4-dichlorobenzoyl)-piperidin-1-ylmethyl]-2-methylpropyl}-4-methylbenzamide). Solvent: C(C)#N (acetonitrile). Yields the product ClC1=C(C2=C(C(=CO2)C(C2=CC(=C(C=C2)OC)OC)=O)C(C1=O)=O)Cl (6,7-Dichloro-3-(3,4-dimethoxy-benzoyl)-benzofuran-4,5-dione). Starting materials: C(Cl)(Cl)Cl.CO (CHCl3 MeOH), ClC1=C(C2=C(C(=CO2)C(=O)C2=CC(=C(C=C2)OC)OC)C=C1O)Cl ((6,7-Dichloro-5-hydroxy-benzofuran-3-yl)-(3,4-dimethoxy-phenyl)-methanone), O (water), [N+](=O)(O)[O-] (nitric acid). Reaction conditions: temperature 60 celsius. Procedure details: To a suspension of compound 16 (100 mg, 0.27 mmol) in glacial acetic acid (2 mL) at room temperature was added nitric acid (0.1 mL, d 1.35) dropwise with vigorous stirring. The mixture was heated at 60° C. for 3 h, allowed to cool to room temperature, and poured into cold water. The resulting precipitate was filtered and recrystallized to furnish compound SKC-BF-10 (45 mg, 43%) as a red solid. TLC Rf=0.6 (CHCl3-MeOH, 9:1); 1H NMR (CDCl3) δ 7.89 (s, 1H), 7.57 (app s, 1H), 7.35 (app d, 1H), 6.84 (... As a reaction SMILES: [Cl:1][C:2]1[C:22]([OH:23])=[CH:21][C:5]2[C:6]([C:9]([C:11]3[CH:16]=[CH:15][C:14]([O:17][CH3:18])=[C:13]([O:19][CH3:20])[CH:12]=3)=[O:10])=[CH:7][O:8][C:4]=2[C:3]=1[Cl:24].[N+]([O-])(O)=[O:26].O.C(Cl)(Cl)Cl.CO>C(O)(=O)C>[Cl:1][C:2]1[C:22](=[O:23])[C:21](=[O:26])[C:5]2[C:6]([C:9](=[O:10])[C:11]3[CH:16]=[CH:15][C:14]([O:17][CH3:18])=[C:13]([O:19][CH3:20])[CH:12]=3)=[CH:7][O:8][C:4]=2[C:3]=1[Cl:24] |f:3.4|. Run in C(C)(=O)O (acetic acid). Starting materials: C(C)NCC (diethylamine), CC(C(C(C)=O)=NO)=O (pentane-2,3,4-trione 3-oxime), S(=O)(=O)(OC)OC (dimethyl sulfate), C([O-])([O-])=O.[K+].[K+] (potassium carbonate), S(=O)(=O)(OC)OC (dimethyl sulfate). The solvent is COC(C)(C)C (Tert-butyl Methyl Ether), COC(C)(C)C (tert-butyl methyl ether), CN(C=O)C (dimethylformamide). Reaction conditions: temperature 20 celsius, time 2 hour. The product is CN(C)C=O.CC(C)(C)OC.O (DMF MTBE Water). Yield: 92.1%. As a reaction SMILES: C[C:2](=[O:9])[C:3](=NO)[C:4](=[O:6])[CH3:5].S([O:15][CH3:16])(OC)(=O)=O.[C:17](=O)([O-])[O-].[K+].[K+].[CH2:23]([NH:25][CH2:26]C)C>COC(C)(C)C.CN(C)C=O>[CH3:23][N:25]([CH:2]=[O:9])[CH3:26].[CH3:17][C:4]([O:15][CH3:16])([CH3:3])[CH3:5].[OH2:6] |f:2.3.4,8.9.10|. Reported procedure: A solution of 129 g of pentane-2,3,4-trione 3-oxime in 246 g of MTBE and 132 g of dimethyl sulfate (DMS) were added dropwise to 332 g of a 50% by weight aqueous solution of potassium carbonate, 110 g of dimethylformamide (DMF), 300 g of tert-butyl methyl ether (MTBE) and 7 g of dimethyl sulfate (DMS) at about 17-19° C. with cooling. After stirring at about 20° C. for 2 h, 36.5 g of diethylamine were added to destroy excess DMS and, after stirring at about 20° C. for a further hour, 600 ml of wat...